Dataset: the Open Reaction Database (ORD), a public repository of structured organic reaction records. Task: describe an organic reaction: reactants, conditions, products, and yield Starting materials: ClCCl, S=C(Cl)Cl, COc1ccc(N)cn1. Product: Cl, COc1ccc(N=C=S)cn1. As a reaction SMILES: [CH2:14]([Cl:15])[Cl:16].[Cl:10][C:11]([Cl:12])=[S:13].[NH2:1][c:2]1[cH:3][cH:4][c:5]([O:8][CH3:9])[n:6][cH:7]1>>[ClH:10].[N:1]([c:2]1[cH:3][cH:4][c:5]([O:8][CH3:9])[n:6][cH:7]1)=[C:11]=[S:13]. Starting materials: CCN(C(C)C)C(C)C (DIEA), CCN=C=NCCCN(C)C (WSC), C=1C=CC2=C(C1)N=NN2O (HOBT), FC(C(=O)O)(F)F.ClCCC\C(\C(=O)O)=C/C1=CC(=C(C=C1)N1C=NC(=C1)C)F ((E)-5-chloro-2-{1-[3-fluoro-4-(4-methyl-1H-imidazol-1-yl)phenyl]methylidene}valeric acid trifluoroacetate), FC1=C(C=CC(=C1)F)C(C)N (1-(2,4-difluorophenyl)ethylamine). The solvent is CN(C)C=O (DMF), C(C)(=O)OCC (Ethyl acetate). Run at time 1 hour. Product: FC1=C(C=CC(=C1)F)C(C)NC(/C(/CCCCl)=C/C1=CC(=C(C=C1)N1C=NC(=C1)C)F)=O ((E)-5-chloro-2-{1-[3-fluoro-4-(4-methyl-1H-imidazol-1-yl)phenyl]methylidene}valeric acid [1-(2,4-difluorophenyl)ethyl]amide). The yield is 92.7%. As a reaction SMILES: CCN(C(C)C)C(C)C.CCN=C=NCCCN(C)C.C1C=CC2N(O)N=NC=2C=1.FC(F)(F)C(O)=O.[Cl:38][CH2:39][CH2:40][CH2:41]/[C:42](=[CH:46]\[C:47]1[CH:52]=[CH:51][C:50]([N:53]2[CH:57]=[C:56]([CH3:58])[N:55]=[CH:54]2)=[C:49]([F:59])[CH:48]=1)/[C:43]([OH:45])=O.[F:60][C:61]1[CH:66]=[C:65]([F:67])[CH:64]=[CH:63][C:62]=1[CH:68]([NH2:70])[CH3:69]>CN(C=O)C.C(OCC)(=O)C>[F:60][C:61]1[CH:66]=[C:65]([F:67])[CH:64]=[CH:63][C:62]=1[CH:68]([NH:70][C:43](=[O:45])/[C:42](=[CH:46]/[C:47]1[CH:52]=[CH:51][C:50]([N:53]2[CH:57]=[C:56]([CH3:58])[N:55]=[CH:54]2)=[C:49]([F:59])[CH:48]=1)/[CH2:41][CH2:40][CH2:39][Cl:38])[CH3:69] |f:3.4|. Reported procedure: DIEA (0.12 mL), WSC (88 mg), and HOBT (62 mg) were added to a solution of (E)-5-chloro-2-{1-[3-fluoro-4-(4-methyl-1H-imidazol-1-yl)phenyl]methylidene}valeric acid trifluoroacetate (100 mg) and 1-(2,4-difluorophenyl)ethylamine (54 mg) in DMF (5 mL) at room temperature, and the reaction solution was stirred at room temperature for one hour. Ethyl acetate was added to the reaction solution, which was then sequentially washed with saturated sodium bicarbonate water, water, a saturated ammonium chlor... Reactants: CC(SC(=O)c1ccccc1)C(=O)N1CCCC1C(=O)O, [NH4+], [OH-], O. Yields the product CC(S)C(=O)N1CCCC1C(=O)O. Reaction SMILES: [C:1](=[O:2])([c:3]1[cH:4][cH:5][cH:6][cH:7][cH:8]1)[S:9][CH:10]([C:11](=[O:12])[N:13]1[CH:14]([C:15](=[O:16])[OH:17])[CH2:18][CH2:19][CH2:20]1)[CH3:21].[NH4+:23].[OH-:24].[OH2:22]>>[SH:9][CH:10]([C:11](=[O:12])[N:13]1[CH:14]([C:15](=[O:16])[OH:17])[CH2:18][CH2:19][CH2:20]1)[CH3:21]. Run at temperature 120 celsius. Reaction SMILES: C[O:2][C:3]([C:5]1[CH:13]=[C:12]2[C:8]([CH2:9][CH2:10][N:11]2[C:14](=[O:30])[CH2:15][N:16]2[CH2:21][CH2:20][N:19]([C:22]([O:24][C:25]([CH3:28])([CH3:27])[CH3:26])=[O:23])[C@H:18]([CH3:29])[CH2:17]2)=[CH:7][CH:6]=1)=O.[CH3:31][NH2:32]>CO>[C:25]([O:24][C:22]([N:19]1[CH2:20][CH2:21][N:16]([CH2:15][C:14]([N:11]2[C:12]3[C:8](=[CH:7][CH:6]=[C:5]([C:3](=[O:2])[NH:32][CH3:31])[CH:13]=3)[CH2:9][CH2:10]2)=[O:30])[CH2:17][C@H:18]1[CH3:29])=[O:23])([CH3:27])([CH3:26])[CH3:28]. The solvent is CO (MeOH). Reported procedure: 1-[2-((R)-4-tert-Butoxycarbonyl-3-methyl-piperazin-1-yl)-acetyl]-2,3-dihydro-1H-indole-6-carboxylic acid methyl ester (200 mg, 0.48 mmol) was dissolved in 2.0 M methylamine in MeOH (2.4 mL) and heated under microwave irradiation at 120° C. for 4 h. The solvent was removed in vacuo and the resulting oil was purified by column chromatography on silica gel (gradient elution, 0-100% EtOAc/petrol), to give the title compound (39 mg, 20%) as a colourless solid, 1H NMR (Me-d3-OD): 8.58 (1H, s), 7.51 (1... The product is C(C)(C)(C)OC(=O)N1[C@@H](CN(CC1)CC(=O)N1CCC2=CC=C(C=C12)C(NC)=O)C ((R)-2-Methyl-4-[2-(6-methylcarbamoyl-2,3-dihydro-indol-1-yl)-2-oxo-ethyl]-piperazine-1-carboxylic acid tert-butyl ester). Reactants: COC(=O)C1=CC=C2CCN(C2=C1)C(CN1C[C@H](N(CC1)C(=O)OC(C)(C)C)C)=O (1-[2-((R)-4-tert-Butoxycarbonyl-3-methyl-piperazin-1-yl)-acetyl]-2,3-dihydro-1H-indole-6-carboxylic acid methyl ester), CN (methylamine). Isolated yield 20.0%. Starting materials: O=C([O-])[O-], CCI, CCOC(C)=O, FC(F)(F)c1cccc(Nc2nc(Cl)nc3nc[nH]c23)c1, [Cs+], [Cs+], C1COCCO1, CN(C)C=O, O. Product: CCn1cnc2c(Nc3cccc(C(F)(F)F)c3)nc(Cl)nc21. Reaction SMILES: [C:22](=[O:23])([O-:24])[O-:25].[CH2:28]([CH3:29])[I:30].[CH3:43][CH2:44][O:45][C:46](=[O:47])[CH3:48].[Cl:1][c:2]1[n:3][c:4]([NH:11][c:12]2[cH:13][c:14]([C:18]([F:19])([F:20])[F:21])[cH:15][cH:16][cH:17]2)[c:5]2[nH:6][cH:7][n:8][c:9]2[n:10]1.[Cs+:26].[Cs+:27].[O:31]1[CH2:32][CH2:33][O:34][CH2:35][CH2:36]1.[O:38]=[CH:39][N:40]([CH3:41])[CH3:42].[OH2:37]>>[Cl:1][c:2]1[n:3][c:4]([NH:11][c:12]2[cH:13][c:14]([C:18]([F:19])([F:20])[F:21])[cH:15][cH:16][cH:17]2)[c:5]2[n:6][cH:7][n:8]([CH2:28][CH3:29])[c:9]2[n:10]1. Starting materials: COC(=O)c1c(C)c(O)cc(OC)c1Br, [Na+], [OH-]. The product is COc1cc(O)c(C)c(C(=O)O)c1Br. RXN SMILES: [CH3:1][O:2][C:3]([c:4]1[c:5]([Br:14])[c:6]([O:12][CH3:13])[cH:7][c:8]([OH:11])[c:9]1[CH3:10])=[O:15].[Na+:17].[OH-:16]>>[O:2]=[C:3]([c:4]1[c:5]([Br:14])[c:6]([O:12][CH3:13])[cH:7][c:8]([OH:11])[c:9]1[CH3:10])[OH:15]. Starting materials: C1CCOC1, [Cl-], COC(=O)c1ccc(Cl)nc1, Cc1onc(-c2cccc(F)c2)c1CO, [H-], [Na+], [Na+]. Yields the product COC(=O)c1ccc(OCc2c(-c3cccc(F)c3)noc2C)nc1. As a reaction SMILES: [CH2:31]1[O:32][CH2:33][CH2:34][CH2:35]1.[Cl-:30].[Cl:18][c:19]1[n:20][cH:21][c:22]([C:23](=[O:24])[O:25][CH3:26])[cH:27][cH:28]1.[F:3][c:4]1[cH:5][c:6](-[c:10]2[n:11][o:12][c:13]([CH3:17])[c:14]2[CH2:15][OH:16])[cH:7][cH:8][cH:9]1.[H-:1].[Na+:29].[Na+:2]>>[F:3][c:4]1[cH:5][c:6](-[c:10]2[n:11][o:12][c:13]([CH3:17])[c:14]2[CH2:15][O:16][c:19]2[n:20][cH:21][c:22]([C:23](=[O:24])[O:25][CH3:26])[cH:27][cH:28]2)[cH:7][cH:8][cH:9]1. Reactants: FC=1C=CC(=C(C1)[C@@H]1N(CCC1)C1=NC=2N(C=C1)N=CC2N)C(F)(F)F ((R)-5-(2-(5-fluoro-2-(trifluoromethyl)phenyl)pyrrolidin-1-yl)pyrazolo[1,5-a]pyrimidin-3-amine), C1=CN(C=N1)C(=O)N2C=CN=C2 (CDI), N1C[C@H](CC1)O ((S)-pyrrolidin-3-ol). Solvent: C(Cl)Cl (DCM). Reaction conditions: time 2 hour. The product is FC=1C=CC(=C(C1)[C@@H]1N(CCC1)C1=NC=2N(C=C1)N=CC2NC(=O)N2C[C@H](CC2)O)C(F)(F)F ((S)—N-(5-((R)-2-(5-fluoro-2-(trifluoromethyl)phenyl)pyrrolidin-1-yl)pyrazolo[1,5-a]pyrimidin-3-yl)-3-hydroxypyrrolidine-1-carboxamide). Yield: 86.1%. As a reaction SMILES: [F:1][C:2]1[CH:3]=[CH:4][C:5]([C:23]([F:26])([F:25])[F:24])=[C:6]([C@H:8]2[CH2:12][CH2:11][CH2:10][N:9]2[C:13]2[CH:18]=[CH:17][N:16]3[N:19]=[CH:20][C:21]([NH2:22])=[C:15]3[N:14]=2)[CH:7]=1.C1N=CN([C:32]([N:34]2[CH:38]=N[CH:36]=[CH:35]2)=[O:33])C=1.N1CC[C@H:41]([OH:44])C1>C(Cl)Cl>[F:1][C:2]1[CH:3]=[CH:4][C:5]([C:23]([F:26])([F:24])[F:25])=[C:6]([C@H:8]2[CH2:12][CH2:11][CH2:10][N:9]2[C:13]2[CH:18]=[CH:17][N:16]3[N:19]=[CH:20][C:21]([NH:22][C:32]([N:34]4[CH2:35][CH2:36][C@H:41]([OH:44])[CH2:38]4)=[O:33])=[C:15]3[N:14]=2)[CH:7]=1. Procedure: To a DCM (1 mL) solution of (R)-5-(2-(5-fluoro-2-(trifluoromethyl)phenyl)pyrrolidin-1-yl)pyrazolo[1,5-a]pyrimidin-3-amine (25 mg, 0.068 mmol) was added CDI (22 mg, 0.14 mmol) at ambient temperature in one portion. After stirring for two hours, (S)-pyrrolidin-3-ol (18 mg, 0.21 mmol) was added in one portion. The reaction was stirred overnight before it was concentrated and directly purified by reverse-phase column chromatography, eluting with 0 to 60% acetonitrile/water to yield the final product... Starting materials: CN(C)C(=O)Cl, O=Cc1ccc(O)cc1O, [H-], [Na+], O. Product: CN(C)C(=O)Oc1ccc(C=O)c(O)c1. As a reaction SMILES: [CH3:13][N:14]([C:15](=[O:16])[Cl:17])[CH3:18].[CH:3](=[O:4])[c:5]1[cH:6][cH:7][c:8]([OH:9])[cH:10][c:11]1[OH:12].[H-:1].[Na+:2].[OH2:19]>>[CH:3](=[O:4])[c:5]1[cH:6][cH:7][c:8]([O:9][C:15]([N:14]([CH3:13])[CH3:18])=[O:16])[cH:10][c:11]1[OH:12]. Reactants: COC1=CC=C(C=C1)CC#N (p-methoxyphenylacetonitrile), C(C(=O)OCC)(=O)OCC (diethyl oxalate). The solvent is [O-]CC.[Na+] (sodium ethoxide). Yields the product C(#N)C(C(C(=O)OCC)=O)C1=CC=C(C=C1)OC (ethyl 3-cyano-3-(p-methoxyphenyl)-pyruvate). RXN SMILES: [CH3:1][O:2][C:3]1[CH:8]=[CH:7][C:6]([CH2:9][C:10]#[N:11])=[CH:5][CH:4]=1.[C:12](OCC)(=[O:18])[C:13]([O:15][CH2:16][CH3:17])=[O:14]>[O-]CC.[Na+]>[C:10]([CH:9]([C:6]1[CH:7]=[CH:8][C:3]([O:2][CH3:1])=[CH:4][CH:5]=1)[C:12](=[O:18])[C:13]([O:15][CH2:16][CH3:17])=[O:14])#[N:11] |f:2.3|. Procedure details: Following the procedures outlined in Examples 1 and 3, p-methoxyphenylacetonitrile is reacted with diethyl oxalate in alcoholic sodium ethoxide solution to give ethyl 3-cyano-3-(p-methoxyphenyl)-pyruvate which is then similarly reacted with phenylacetonitrile to yield 2-(p-methoxyphenyl)-5-phenyl-3,4-dioxoadiponitrile, m.p. 256°-258° C.